From a dataset of the Open Reaction Database (ORD), a public repository of structured organic reaction records. describe an organic reaction: reactants, conditions, products, and yield The reactants are C(C)(C)NC1=C(C(C2=CC=CC=C2)O)C=C2C(=C1)OCO2 (2-isopropylamino-4,5-methylenedioxybenzhydrol), [S-]C#N.[NH4+] (ammonium thiocyanate), resultant mixture. Solvent: C(C)(=O)O (acetic acid). Yields the product C(C)(C)N1C(NC(C2=CC3=C(C=C12)OCO3)C3=CC=CC=C3)=S (1-isopropyl-4-phenyl-6,7-methylenedioxy-3,4-dihydro-2[1H]-quinazolinthione). As a reaction SMILES: [CH:1]([NH:4][C:5]1[CH:18]=[C:17]2[O:19][CH2:20][O:21][C:16]2=[CH:15][C:6]=1[CH:7](O)[C:8]1[CH:13]=[CH:12][CH:11]=[CH:10][CH:9]=1)([CH3:3])[CH3:2].[S-:22][C:23]#[N:24].[NH4+]>C(O)(=O)C>[CH:1]([N:4]1[C:5]2[C:6](=[CH:15][C:16]3[O:21][CH2:20][O:19][C:17]=3[CH:18]=2)[CH:7]([C:8]2[CH:13]=[CH:12][CH:11]=[CH:10][CH:9]=2)[NH:24][C:23]1=[S:22])([CH3:3])[CH3:2] |f:1.2|. Procedure: To a solution of 1 gram of 2-isopropylamino-4,5-methylenedioxybenzhydrol and 28 mls. glacial acetic acid is added 2 grams of ammonium thiocyanate. The resultant mixture is stirred at room temperature for 24 hours to solid precipitates and is removed by filtration. The filtrate is evaporated to dryness and the residual solid taken up in chloroform. This solution is washed with water, dried and evaporated to dryness. The resulting solid is recrystallized from ethyl acetate to yield 1-isopropyl-4-p... Starting materials: FC=1C=C(C=NC1)[C@H]1CC[C@@](N1C1=NC=2N(C=C1)N=CC2C(=O)O)(C)CO (5-((2S,5R)-5-(5-fluoropyridin-3-yl)-2-(hydroxymethyl)-2-methylpyrrolidin-1-yl)pyrazolo[1,5-a]pyrimidine-3-carboxylic acid), C(C)(C)N (isopropyl amine). Product: FC=1C=C(C=NC1)[C@H]1CC[C@@](N1C1=NC=2N(C=C1)N=CC2C(=O)NC(C)C)(C)CO (5-((2S,5R)-5-(5-fluoropyridin-3-yl)-2-(hydroxymethyl)-2-methylpyrrolidin-1-yl)-N-isopropylpyrazolo[1,5-a]pyrimidine-3-carboxamide), solid. Yield: 46.0%. RXN SMILES: [F:1][C:2]1[CH:3]=[C:4]([C@@H:8]2[N:12]([C:13]3[CH:18]=[CH:17][N:16]4[N:19]=[CH:20][C:21]([C:22](O)=[O:23])=[C:15]4[N:14]=3)[C@@:11]([CH2:26][OH:27])([CH3:25])[CH2:10][CH2:9]2)[CH:5]=[N:6][CH:7]=1.[CH:28]([NH2:31])([CH3:30])[CH3:29]>>[F:1][C:2]1[CH:3]=[C:4]([C@@H:8]2[N:12]([C:13]3[CH:18]=[CH:17][N:16]4[N:19]=[CH:20][C:21]([C:22]([NH:31][CH:28]([CH3:30])[CH3:29])=[O:23])=[C:15]4[N:14]=3)[C@@:11]([CH2:26][OH:27])([CH3:25])[CH2:10][CH2:9]2)[CH:5]=[N:6][CH:7]=1. Procedure: Prepared according to the method of Example 212, Step F, using 5-((2S,5R)-5-(5-fluoropyridin-3-yl)-2-(hydroxymethyl)-2-methylpyrrolidin-1-yl)pyrazolo[1,5-a]pyrimidine-3-carboxylic acid and isopropyl amine. The title compound was obtained as a white solid (7.2 mg, 46% yield). MS (apci) m/z=413.1 (M+H). Reactants: IC1=CC=2N(C=C1)N=CC2C(=O)O (5-iodopyrazolo[1,5-a]pyridine-3-carboxylic acid), COC1=CC=C(CNCC2=CC=C(C=C2)OC)C=C1 (bis(4-methoxybenzyl)amine), CCN=C=NCCCN(C)C (EDCI), CN(C)C=O (DMF). Reagents/catalysts: CN(C)C=1C=CN=CC1 (DMAP). Run in O (water). Reaction conditions: time 16 hour. The product is IC1=CC=2N(C=C1)N=CC2C(=O)N(CC2=CC=C(C=C2)OC)CC2=CC=C(C=C2)OC (5-iodo-N,N-bis(4-methoxybenzyl)pyrazolo[1,5-a]pyridine-3-carboxamide). Reaction SMILES: [I:1][C:2]1[CH:7]=[CH:6][N:5]2[N:8]=[CH:9][C:10]([C:11]([OH:13])=O)=[C:4]2[CH:3]=1.[CH3:14][O:15][C:16]1[CH:32]=[CH:31][C:19]([CH2:20][NH:21][CH2:22][C:23]2[CH:28]=[CH:27][C:26]([O:29][CH3:30])=[CH:25][CH:24]=2)=[CH:18][CH:17]=1.CCN=C=NCCCN(C)C.CN(C=O)C>CN(C1C=CN=CC=1)C.O>[I:1][C:2]1[CH:7]=[CH:6][N:5]2[N:8]=[CH:9][C:10]([C:11]([N:21]([CH2:20][C:19]3[CH:18]=[CH:17][C:16]([O:15][CH3:14])=[CH:32][CH:31]=3)[CH2:22][C:23]3[CH:24]=[CH:25][C:26]([O:29][CH3:30])=[CH:27][CH:28]=3)=[O:13])=[C:4]2[CH:3]=1. Procedure: A 22 L round bottom flask was charged with 5-iodopyrazolo[1,5-a]pyridine-3-carboxylic acid (I-42) (200 g, 694.3 mmol), bis(4-methoxybenzyl)amine (182.2 g, 708.3 mmol), DMAP (42.4 g, 347.2 mmol), EDCI (146.4 g, 763.8 mmol) and DMF (3500 mL). The suspension was stirred at room temperature over 16 hours and a dark solution was obtained. HPLC showed no (I-42) remaining. 2-MethylTHF (4 L) and water (7 L) were added to the reaction mixture while keeping the batch temperature <25° C. The aqueous layer ... Reactants: ClC1=CC=C(C=N1)OC1CCN(CC1)C(=O)OC(C)(C)C (tert-butyl 4-((6-chloropyridin-3-yl)oxy)piperidine-1-carboxylate), N1C=CC2=CC(=CC=C12)NC(OCC)=O (ethyl 1H-indol-5-ylcarbamate). Product: C(C)(C)(C)OC(=O)N1CCC(CC1)OC=1C=NC(=CC1)N1C=CC2=CC(=CC=C12)NC(=O)OCC (tert-Butyl-4-((6-(5-((ethoxycarbonyl)amino)-1H-indol-1-yl)pyridin-3-yl)oxy)piperidine-1-carboxylate). As a reaction SMILES: Cl[C:2]1[N:7]=[CH:6][C:5]([O:8][CH:9]2[CH2:14][CH2:13][N:12]([C:15]([O:17][C:18]([CH3:21])([CH3:20])[CH3:19])=[O:16])[CH2:11][CH2:10]2)=[CH:4][CH:3]=1.[NH:22]1[C:30]2[C:25](=[CH:26][C:27]([NH:31][C:32](=[O:36])[O:33][CH2:34][CH3:35])=[CH:28][CH:29]=2)[CH:24]=[CH:23]1>>[C:18]([O:17][C:15]([N:12]1[CH2:13][CH2:14][CH:9]([O:8][C:5]2[CH:6]=[N:7][C:2]([N:22]3[C:30]4[C:25](=[CH:26][C:27]([NH:31][C:32]([O:33][CH2:34][CH3:35])=[O:36])=[CH:28][CH:29]=4)[CH:24]=[CH:23]3)=[CH:3][CH:4]=2)[CH2:10][CH2:11]1)=[O:16])([CH3:21])([CH3:20])[CH3:19]. Procedure details: The title compound was prepared by following the similar procedure as described in Example-1 using tert-butyl 4-((6-chloropyridin-3-yl)oxy)piperidine-1-carboxylate (intermediate-06) and ethyl 1H-indol-5-ylcarbamate (intermediate-52) (6.0 g, 35%). Reactants: COC1(OC)CCN(c2ccc(N3CC(CCC(N)=O)OC3=O)cc2)CC1(F)F, CSC, CC(=O)Cl, [Cl-], [Cl-], [Zn+2]. Product: NC(=O)CCC1CN(c2ccc(N3CCC(=O)C(F)(F)C3)cc2)C(=O)O1. As a reaction SMILES: [CH3:1][O:2][C:3]1([O:28][CH3:29])[C:4]([F:26])([F:27])[CH2:5][N:6]([c:9]2[cH:10][cH:11][c:12]([N:15]3[C:16](=[O:25])[O:17][CH:18]([CH2:20][CH2:21][C:22](=[O:23])[NH2:24])[CH2:19]3)[cH:13][cH:14]2)[CH2:7][CH2:8]1.[CH3:30][S:31][CH3:32].[CH3:33][C:34](=[O:35])[Cl:36].[Cl-:37].[Cl-:39].[Zn+2:38]>>[O:2]=[C:3]1[C:4]([F:26])([F:27])[CH2:5][N:6]([c:9]2[cH:10][cH:11][c:12]([N:15]3[C:16](=[O:25])[O:17][CH:18]([CH2:20][CH2:21][C:22](=[O:23])[NH2:24])[CH2:19]3)[cH:13][cH:14]2)[CH2:7][CH2:8]1.